This data is from the Open Reaction Database (ORD), a public repository of structured organic reaction records. The task is: describe an organic reaction: reactants, conditions, products, and yield Reactants: CC(C)(C)C(=O)Oc1ccccc1 (substrate), CNCc1ccccc1 (effective_coupling_partner). Reagents/catalysts: IPr. Conditions: temperature 80 celsius, time 3 hour. Product: CN(Cc1ccccc1)c2ccccc2. Reaction SMILES: [Br:30][c:31]1[n:32][cH:33][cH:34][c:35]([CH3:37])[cH:36]1.[C:38](=[O:39])([O-:40])[O-:41].[CH2:1]([c:2]1[cH:3][cH:4][cH:5][cH:6][cH:7]1)[O:8][c:9]1[cH:10][c:11]([Br:24])[c:12]2[c:13]([n:14][c:15]([NH:17][C:18](=[O:19])[NH:20][CH2:21][CH3:22])[s:16]2)[cH:23]1.[CH2:48]([O:49][C:50](=[O:51])[CH3:52])[CH3:53].[CH3:26][C:27](=[O:28])[O-:29].[CH3:44][S:45](=[O:46])[CH3:47].[Cs+:42].[Cs+:43].[K+:25]>>[CH2:1]([c:2]1[cH:3][cH:4][cH:5][cH:6][cH:7]1)[O:8][c:9]1[cH:10][c:11](-[c:31]2[n:32][cH:33][cH:34][c:35]([CH3:37])[cH:36]2)[c:12]2[c:13]([n:14][c:15]([NH:17][C:18](=[O:19])[NH:20][CH2:21][CH3:22])[s:16]2)[cH:23]1. Starting materials: Cc1ccnc(Br)c1, O=C([O-])[O-], CCNC(=O)Nc1nc2cc(OCc3ccccc3)cc(Br)c2s1, CCOC(C)=O, CC(=O)[O-], CS(C)=O, [Cs+], [Cs+], [K+]. Product: CCNC(=O)Nc1nc2cc(OCc3ccccc3)cc(-c3cc(C)ccn3)c2s1. The reactants are ClC=1C(=NC(=NC1)NC1=C(C=C(C(=C1)C)C1CCNCC1)F)NC1=NNC(=C1)C (5-chloro-N2-(2-fluoro-5-methyl-4-(piperidin-4-yl)phenyl)-N4-(5-methyl-1H-pyrazol-3-yl)pyrimidine-2,4-diamine), C(=O)([O-])[O-].[Cs+].[Cs+] (Cs2CO3), ClCC#N (chloroacetonitrile), [NH4+].[Cl-] (NH4Cl). The solvent is C(C)#N (acetonitrile). Conditions: time 14 hour. Yields the product ClC=1C(=NC(=NC1)NC1=CC(=C(C=C1F)C1CCN(CC1)CC#N)C)NC1=NNC(=C1)C (2-(4-(4-(5-chloro-4-(5-methyl-1H-pyrazol-3-ylamino)pyrimidin-2-ylamino)-5-fluoro-2-methylphenyl)piperidin-1-yl)acetonitrile). Reaction SMILES: [Cl:1][C:2]1[C:3]([NH:23][C:24]2[CH:28]=[C:27]([CH3:29])[NH:26][N:25]=2)=[N:4][C:5]([NH:8][C:9]2[CH:14]=[C:13]([CH3:15])[C:12]([CH:16]3[CH2:21][CH2:20][NH:19][CH2:18][CH2:17]3)=[CH:11][C:10]=2[F:22])=[N:6][CH:7]=1.C([O-])([O-])=O.[Cs+].[Cs+].Cl[CH2:37][C:38]#[N:39].[NH4+].[Cl-]>C(#N)C>[Cl:1][C:2]1[C:3]([NH:23][C:24]2[CH:28]=[C:27]([CH3:29])[NH:26][N:25]=2)=[N:4][C:5]([NH:8][C:9]2[C:10]([F:22])=[CH:11][C:12]([CH:16]3[CH2:17][CH2:18][N:19]([CH2:37][C:38]#[N:39])[CH2:20][CH2:21]3)=[C:13]([CH3:15])[CH:14]=2)=[N:6][CH:7]=1 |f:1.2.3,5.6|. Procedure details: To a solution of 5-chloro-N2-(2-fluoro-5-methyl-4-(piperidin-4-yl)phenyl)-N4-(5-methyl-1H-pyrazol-3-yl)pyrimidine-2,4-diamine (20 mg, 0.048 mmol) in acetonitrile (0.5 mL) was added Cs2CO3 (31 mg, 0.096 mmol) and chloroacetonitrile (7 mg, 0.096 mmol). The resulting mixture was stirred at room temperature for 14 h before it was treated with saturated aqueous NH4Cl (1 mL) and extracted with EtOAc (3×2 mL). The organic layers were combined, concentrated, and the residue was purified by preparative R... The reactants are CCCNCCC, CN(C)C=O, CN1Cc2c(-c3nnc(CCl)o3)ncn2-c2ccc(F)c(Cl)c2C1=O. The product is CCCN(CCC)Cc1nnc(-c2ncn3c2CN(C)C(=O)c2c-3ccc(F)c2Cl)o1. As a reaction SMILES: [CH2:26]([CH2:27][CH3:28])[NH:29][CH2:30][CH2:31][CH3:32].[CH3:33][N:34]([CH3:35])[CH:36]=[O:37].[Cl:1][c:2]1[c:3]([F:25])[cH:4][cH:5][c:6]2[c:7]1[C:8](=[O:24])[N:9]([CH3:23])[CH2:10][c:11]1[n:12]-2[cH:13][n:14][c:15]1-[c:16]1[o:17][c:18]([CH2:21][Cl:22])[n:19][n:20]1>>[Cl:1][c:2]1[c:3]([F:25])[cH:4][cH:5][c:6]2[c:7]1[C:8](=[O:24])[N:9]([CH3:23])[CH2:10][c:11]1[n:12]-2[cH:13][n:14][c:15]1-[c:16]1[o:17][c:18]([CH2:21][N:29]([CH2:26][CH2:27][CH3:28])[CH2:30][CH2:31][CH3:32])[n:19][n:20]1. Starting materials: C(CCCCCCCCCCCCCCC)(=O)OC(C(=O)O)CCCCCCCCCCCCCC (2-hexadecanoyloxyhexadecanoic acid), N[C@@H](C(C)C)C(=O)O (L-valine). The product is C(CCCCCCCCCCCCCCC)(=O)OC(C(=O)N[C@@H](C(C)C)C(=O)O)CCCCCCCCCCCCCC (N-(2-hexadecanoyloxyhexadecanoyl)-L-valine). The yield is 82.1%. As a reaction SMILES: [C:1]([O:18][CH:19]([CH2:23][CH2:24][CH2:25][CH2:26][CH2:27][CH2:28][CH2:29][CH2:30][CH2:31][CH2:32][CH2:33][CH2:34][CH2:35][CH3:36])[C:20]([OH:22])=O)(=[O:17])[CH2:2][CH2:3][CH2:4][CH2:5][CH2:6][CH2:7][CH2:8][CH2:9][CH2:10][CH2:11][CH2:12][CH2:13][CH2:14][CH2:15][CH3:16].[NH2:37][C@H:38]([C:42]([OH:44])=[O:43])[CH:39]([CH3:41])[CH3:40]>>[C:1]([O:18][CH:19]([CH2:23][CH2:24][CH2:25][CH2:26][CH2:27][CH2:28][CH2:29][CH2:30][CH2:31][CH2:32][CH2:33][CH2:34][CH2:35][CH3:36])[C:20]([NH:37][C@H:38]([C:42]([OH:44])=[O:43])[CH:39]([CH3:41])[CH3:40])=[O:22])(=[O:17])[CH2:2][CH2:3][CH2:4][CH2:5][CH2:6][CH2:7][CH2:8][CH2:9][CH2:10][CH2:11][CH2:12][CH2:13][CH2:14][CH2:15][CH3:16]. Reported procedure: Starting from 2-hexadecanoyloxyhexadecanoic acid (2.55 g) prepared by the method described in Preparation A-3 and L-valine (2.34 g), N-(2-hexadecanoyloxyhexadecanoyl)-L-valine (2.5 g) was obtained as crystals according to a similar manner to that of Preparation B-1. Starting materials: ClC1=C(C=CC(C1)(C1=CC=C(C=C1)O)[N+](=O)[O-])N=NC1=CC=CC=C1 (2-chloro-4-nitro-4-(4-hydroxyphenyl)azobenzene), BrCCCCCCC (1-bromoheptane), C([O-])([O-])=O.[K+].[K+] (potassium carbonate), [I-].[Na+] (sodium iodide). Run in C(C)O (ethanol). Reaction conditions: time 22 hour. Product: ClC1=C(C=CC(=C1)[N+](=O)[O-])N=NC1=CC=C(C=C1)C1=CC=C(C=C1)OCCCCCCC (2-chloro-4-nitro-4'-(4-heptyloxyphenyl)-azobenzene). Isolated yield 104.5%. As a reaction SMILES: [Cl:1][C:2]1[CH2:7][C:6]([N+:15]([O-:17])=[O:16])(C2C=CC(O)=CC=2)[CH:5]=[CH:4][C:3]=1[N:18]=[N:19][C:20]1[CH:25]=[CH:24][CH:23]=[CH:22][CH:21]=1.Br[CH2:27][CH2:28][CH2:29][CH2:30][CH2:31][CH2:32][CH3:33].[C:34](=[O:37])([O-])[O-].[K+].[K+].[I-].[Na+]>C(O)C>[Cl:1][C:2]1[CH:7]=[C:6]([N+:15]([O-:17])=[O:16])[CH:5]=[CH:4][C:3]=1[N:18]=[N:19][C:20]1[CH:25]=[CH:24][C:23]([C:2]2[CH:7]=[CH:6][C:34]([O:37][CH2:27][CH2:28][CH2:29][CH2:30][CH2:31][CH2:32][CH3:33])=[CH:4][CH:3]=2)=[CH:22][CH:21]=1 |f:2.3.4,5.6|. Procedure details: A mixture of 1.3 g of crude 2-chloro-4-nitro-4-(4-hydroxyphenyl)azobenzene, 20 ml of ethanol, 0.658 g of 1-bromoheptane, 0.528 g of potassium carbonate and a spatula tip of sodium iodide was boiled at reflux while stirring for 22 hours. The brown suspension was subsequently concentrated in vacuo and the residue was chromatographed on silica gel with toluene/hexane as the eluent. Recrystallization from methylene chloride/hexane, yielded 0.863 g of 2-chloro-4-nitro-4'-(4-heptyloxyphenyl)-azobenzen...